Dataset: the Open Reaction Database (ORD), a public repository of structured organic reaction records. Task: describe an organic reaction: reactants, conditions, products, and yield Reactants: BrC1=C(C=CC=C1)OCCC(C)C (1-bromo-2-(isopentyloxy)benzene), C(CCC)[Li] (n-butyl lithium), C(C)OB(OCC)OCC (triethylborate). Solvent: C1CCOC1 (THF). Reaction conditions: temperature -78 celsius, time 1 hour. The product is C(CC(C)C)OC1=C(C=CC=C1)B(O)O (2-(isopentyloxy)phenylboronic acid). Yield: 75.7%. RXN SMILES: Br[C:2]1[CH:7]=[CH:6][CH:5]=[CH:4][C:3]=1[O:8][CH2:9][CH2:10][CH:11]([CH3:13])[CH3:12].C([Li])CCC.C([O:21][B:22](OCC)[O:23]CC)C>C1COCC1>[CH2:9]([O:8][C:3]1[CH:4]=[CH:5][CH:6]=[CH:7][C:2]=1[B:22]([OH:23])[OH:21])[CH2:10][CH:11]([CH3:13])[CH3:12]. Reported procedure: To a solution of 1-bromo-2-(isopentyloxy)benzene (9.68 g, 40 mmol) in THF (160 mL) was added dropwise n-butyl lithium (1.6 M in hexanes, 1.05 eq., 26.3 mL) under nitrogen at −78° C. over 30 min. After further stirring for 1 hour at −78° C., triethylborate (5.86 mL, 51.3 mmol) was added. The cooling bath was removed and the reaction mixture was stirred overnight at rt. An aqueous solution of 2 N HCl (20 mL) was added and the reaction solution stirred for 30 min, at which point 50 mL of water was ... Reactants: O[C@H](C)[C@@H]1[C@@H]2N(C(=C([C@@H]2C)S\C=C/C2=C(N=CS2)CO)C(=O)[O-])C1=O.[Na+] (sodium (1R,5S,6S)-6-((1R)-1-hydroxyethyl)-2-[[(Z)-2-(4-hydroxymethylthiazol-5-yl)ethen-1-yl]thio]-1-methyl-1-carbapen-2-em-3-carboxylate), C(C(C)C)OC(=O)OCI (isobutyloxycarbonyloxymethyl iodide). The product is O[C@H](C)[C@@H]1[C@@H]2N(C(=C([C@@H]2C)S\C=C/C2=C(N=CS2)CO)C(=O)OCOC(=O)OCC(C)C)C1=O (Isobutyloxycarbonyloxymethyl (1R,5S,6S)-6-((1R)-1-hydroxyethyl)-2-[[(Z)-2-(4-hydroxymethylthiazol-5-yl)ethen-1-yl]thio]-1-methyl-1-carbapen-2-em-3-carboxylate). Yield: 67.4%. As a reaction SMILES: [OH:1][C@@H:2]([C@H:4]1[C:24](=[O:25])[N:6]2[C:7]([C:21]([O-:23])=[O:22])=[C:8]([S:11]/[CH:12]=[CH:13]\[C:14]3[S:18][CH:17]=[N:16][C:15]=3[CH2:19][OH:20])[C@H:9]([CH3:10])[C@H:5]12)[CH3:3].[Na+].[CH2:27]([O:31][C:32]([O:34][CH2:35]I)=[O:33])[CH:28]([CH3:30])[CH3:29]>>[OH:1][C@@H:2]([C@H:4]1[C:24](=[O:25])[N:6]2[C:7]([C:21]([O:23][CH2:35][O:34][C:32]([O:31][CH2:27][CH:28]([CH3:30])[CH3:29])=[O:33])=[O:22])=[C:8]([S:11]/[CH:12]=[CH:13]\[C:14]3[S:18][CH:17]=[N:16][C:15]=3[CH2:19][OH:20])[C@H:9]([CH3:10])[C@H:5]12)[CH3:3] |f:0.1|. Procedure: In the same manner as in Example 81, 294 mg of the title compound was prepared from 344 mg of sodium (1R,5S,6S)-6-((1R)-1-hydroxyethyl)-2-[[(Z)-2-(4-hydroxymethylthiazol-5-yl)ethen-1-yl]thio]-1-methyl-1-carbapen-2-em-3-carboxylate and 264 mg of isobutyloxycarbonyloxymethyl iodide.